From a dataset of the Open Reaction Database (ORD), a public repository of structured organic reaction records. describe an organic reaction: reactants, conditions, products, and yield Starting materials: CCO, Fc1ccc(C2(CCCOc3c(Cl)cc(OCC=C(Cl)Cl)cc3Cl)OCCO2)cc1, Cl. Product: O=C(CCCOc1c(Cl)cc(OCC=C(Cl)Cl)cc1Cl)c1ccc(F)cc1. RXN SMILES: [CH3:32][CH2:33][OH:34].[Cl:1][c:2]1[c:3]([O:4][CH2:5][CH2:6][CH2:7][C:8]2([c:13]3[cH:14][cH:15][c:16]([F:19])[cH:17][cH:18]3)[O:9][CH2:12][CH2:11][O:10]2)[c:20]([Cl:30])[cH:21][c:22]([O:24][CH2:25][CH:26]=[C:27]([Cl:28])[Cl:29])[cH:23]1.[ClH:31]>>[Cl:1][c:2]1[c:3]([O:4][CH2:5][CH2:6][CH2:7][C:8](=[O:9])[c:13]2[cH:14][cH:15][c:16]([F:19])[cH:17][cH:18]2)[c:20]([Cl:30])[cH:21][c:22]([O:24][CH2:25][CH:26]=[C:27]([Cl:28])[Cl:29])[cH:23]1.